Dataset: the Open Reaction Database (ORD), a public repository of structured organic reaction records. Task: describe an organic reaction: reactants, conditions, products, and yield Starting materials: N1=CC=CC=C1 (pyridine), Cl.S1C(=NCC1)NC1=CC=C(C(=O)O)C=C1 (4-[(4,5-dihydrothiazol-2-yl)amino]benzoic acid.hydrochloride), Cl.C(N)(=N)C=1C=C2C=CC(=C(C2=CC1)CC(N)=O)O (6-amidino-1-carbamoylmethyl-2-naphthol.hydrochloride), C1CCC(CC1)N=C=NC2CCCCC2 (DCC). The reagents and catalysts are CN(C)C=1C=CN=CC1 (DMAP). Solvent: C(C)C(=O)C.O.C(C)(=O)O (methyl ethyl ketone water acetic acid). Run at time 2 hour. Yields the product Cl.Cl.S1C(=NCC1)NC1=CC=C(C(=O)OC2=C(C3=CC=C(C=C3C=C2)C(N)=N)CC(N)=O)C=C1 (6-amidino-1-carbamoylmethyl-2-naphthyl 4-[(4,5-dihydrothiazol-2-yl)amino]-benzoate.dihydrochloride). Yield: 43.2%. As a reaction SMILES: N1C=CC=CC=1.[ClH:7].[S:8]1[CH2:12][CH2:11][N:10]=[C:9]1[NH:13][C:14]1[CH:22]=[CH:21][C:17]([C:18]([OH:20])=[O:19])=[CH:16][CH:15]=1.Cl.[C:24]([C:27]1[CH:28]=[C:29]2[C:34](=[CH:35][CH:36]=1)[C:33]([CH2:37][C:38](=[O:40])[NH2:39])=[C:32](O)[CH:31]=[CH:30]2)(=[NH:26])[NH2:25].C1CCC(N=C=NC2CCCCC2)CC1>CN(C1C=CN=CC=1)C.C(C(C)=O)C.O.C(O)(=O)C>[ClH:7].[ClH:7].[S:8]1[CH2:12][CH2:11][N:10]=[C:9]1[NH:13][C:14]1[CH:15]=[CH:16][C:17]([C:18]([O:20][C:32]2[CH:31]=[CH:30][C:29]3[C:34](=[CH:35][CH:36]=[C:27]([C:24](=[NH:25])[NH2:26])[CH:28]=3)[C:33]=2[CH2:37][C:38](=[O:40])[NH2:39])=[O:19])=[CH:21][CH:22]=1 |f:1.2,3.4,7.8.9,10.11.12|. Procedure: 15 Milliliters of 20% hydrous pyridine was added to 1.5 g of 4-[(4,5-dihydrothiazol-2-yl)amino]benzoic acid.hydrochloride, 1.62 g of 6-amidino-1-carbamoylmethyl-2-naphthol.hydrochloride, 1.43 g of DCC and 70.8 mg of DMAP, followed by stirring for 2 hours under cooling with ice and then 24 hours at room temperature. Then, the precipitate was filtered and the filtrate was concentrated under reduced pressure. To the residue was added 20 ml of DMF, and the resulting solution was added dropwise to a ... Reactants: C(C)OCCOC1=CC(=C(C(=C1)C)C1=CC(=CC=C1)COC1=CC=C(C=C1)C1C(C1)C(=O)O)C (2-(4-{[4′-(2-ethoxyethoxy)-2′,6′-dimethylbiphenyl-3-yl]methoxy}phenyl)cyclopropanecarboxylic acid), [OH-].[Na+] (sodium hydroxide), [Cl-].[Ca+2].[Cl-] (calcium chloride). Run in CO (methanol). Product: [Ca+2].C(C)OCCOC1=CC(=C(C(=C1)C)C1=CC(=CC=C1)COC1=CC=C(C=C1)C1C(C1)C(=O)[O-])C.C(C)OCCOC1=CC(=C(C(=C1)C)C1=CC(=CC=C1)COC1=CC=C(C=C1)C1C(C1)C(=O)[O-])C (2-(4-{[4′-(2-ethoxyethoxy)-2′,6′-dimethylbiphenyl-3-yl]methoxy}phenyl)cyclopropanecarboxylic acid calcium salt). Yield: 96.7%. Reaction SMILES: [CH2:1]([O:3][CH2:4][CH2:5][O:6][C:7]1[CH:12]=[C:11]([CH3:13])[C:10]([C:14]2[CH:19]=[CH:18][CH:17]=[C:16]([CH2:20][O:21][C:22]3[CH:27]=[CH:26][C:25]([CH:28]4[CH2:30][CH:29]4[C:31]([OH:33])=[O:32])=[CH:24][CH:23]=3)[CH:15]=2)=[C:9]([CH3:34])[CH:8]=1)[CH3:2].[OH-].[Na+].[Cl-].[Ca+2:38].[Cl-]>CO>[Ca+2:38].[CH2:1]([O:3][CH2:4][CH2:5][O:6][C:7]1[CH:8]=[C:9]([CH3:34])[C:10]([C:14]2[CH:19]=[CH:18][CH:17]=[C:16]([CH2:20][O:21][C:22]3[CH:27]=[CH:26][C:25]([CH:28]4[CH2:30][CH:29]4[C:31]([O-:33])=[O:32])=[CH:24][CH:23]=3)[CH:15]=2)=[C:11]([CH3:13])[CH:12]=1)[CH3:2].[CH2:1]([O:3][CH2:4][CH2:5][O:6][C:7]1[CH:8]=[C:9]([CH3:34])[C:10]([C:14]2[CH:19]=[CH:18][CH:17]=[C:16]([CH2:20][O:21][C:22]3[CH:27]=[CH:26][C:25]([CH:28]4[CH2:30][CH:29]4[C:31]([O-:33])=[O:32])=[CH:24][CH:23]=3)[CH:15]=2)=[C:11]([CH3:13])[CH:12]=1)[CH3:2] |f:1.2,3.4.5,7.8.9|. Reported procedure: To a solution of 2-(4-{[4′-(2-ethoxyethoxy)-2′,6′-dimethylbiphenyl-3-yl]methoxy}phenyl)cyclopropanecarboxylic acid (1.27 g, 2.76 mmol) in methanol (8 mL) was added 1 M aqueous sodium hydroxide solution (2.76 mL, 2.76 mmol). An aqueous solution (2 mL) of calcium chloride (0.153 g, 1.38 mmol) was added thereto. The precipitated solid was collected by filtration, washed with water, and dried to give the title compound (1.28 g, yield 97%) as colorless crystals. Starting materials: BrCCBr, Cc1nnnn1-c1ccc(Br)cc1C(F)(F)F, COC(=O)C(I)=CC1CCCC1, C[Si](C)(C)Cl, [Cl-], [NH4+], C1CCOC1, [Zn], c1ccc(P(c2ccccc2)c2ccccc2)cc1. Yields the product COC(=O)C(=CC1CCCC1)c1ccc(-n2nnnc2C)c(C(F)(F)F)c1. Reaction SMILES: [Br:1][CH2:2][CH2:3][Br:4].[Br:41][c:42]1[cH:43][c:44]([C:54]([F:55])([F:56])[F:57])[c:45](-[n:48]2[n:49][n:50][n:51][c:52]2[CH3:53])[cH:46][cH:47]1.[CH3:10][O:11][C:12]([C:13](=[CH:14][CH:15]1[CH2:16][CH2:17][CH2:18][CH2:19]1)[I:20])=[O:21].[CH3:5][Si:6]([Cl:7])([CH3:8])[CH3:9].[Cl-:58].[NH4+:59].[O:60]1[CH2:61][CH2:62][CH2:63][CH2:64]1.[Zn:65].[c:22]1([P:23]([c:24]2[cH:25][cH:26][cH:27][cH:28][cH:29]2)[c:30]2[cH:31][cH:32][cH:33][cH:34][cH:35]2)[cH:36][cH:37][cH:38][cH:39][cH:40]1>>[CH3:10][O:11][C:12]([C:13](=[CH:14][CH:15]1[CH2:16][CH2:17][CH2:18][CH2:19]1)[c:42]1[cH:43][c:44]([C:54]([F:55])([F:56])[F:57])[c:45](-[n:48]2[n:49][n:50][n:51][c:52]2[CH3:53])[cH:46][cH:47]1)=[O:21].